This data is from the Open Reaction Database (ORD), a public repository of structured organic reaction records. The task is: describe an organic reaction: reactants, conditions, products, and yield Starting materials: FC1=C(C(=O)NCC2=CC(=C(C=C2)OC)OC)C=C(C=C1)[N+](=O)[O-] (2-fluoro-N-(3,4-dimethoxybenzyl)-5-nitrobenzamide), C(=O)N[C@@H]1CC[C@H](CC1)N (trans-4-formamidocyclohexylamine). The solvent is N1=CC=CC=C1 (pyridine). Run at temperature 50 celsius, time 4 hour. The product is COC=1C=C(CNC(C2=C(C=CC(=C2)[N+](=O)[O-])N[C@@H]2CC[C@H](CC2)NC=O)=O)C=CC1OC (N-(3,4-dimethoxybenzyl)-2-[(trans-4-formamidocyclohexyl)amino]-5-nitrobenzamide). The yield is 60.1%. RXN SMILES: F[C:2]1[CH:21]=[CH:20][C:19]([N+:22]([O-:24])=[O:23])=[CH:18][C:3]=1[C:4]([NH:6][CH2:7][C:8]1[CH:13]=[CH:12][C:11]([O:14][CH3:15])=[C:10]([O:16][CH3:17])[CH:9]=1)=[O:5].[CH:25]([NH:27][C@H:28]1[CH2:33][CH2:32][C@H:31]([NH2:34])[CH2:30][CH2:29]1)=[O:26]>N1C=CC=CC=1>[CH3:17][O:16][C:10]1[CH:9]=[C:8]([CH:13]=[CH:12][C:11]=1[O:14][CH3:15])[CH2:7][NH:6][C:4](=[O:5])[C:3]1[CH:18]=[C:19]([N+:22]([O-:24])=[O:23])[CH:20]=[CH:21][C:2]=1[NH:34][C@H:31]1[CH2:32][CH2:33][C@H:28]([NH:27][CH:25]=[O:26])[CH2:29][CH2:30]1. Reported procedure: A mixture of 2-fluoro-N-(3,4-dimethoxybenzyl)-5-nitrobenzamide (200 mg) and trans-4-formamidocyclohexylamine (170 mg) in pyridine (2 mL) was stirred for 4 hours at 50° C. The mixture was partitioned between ethyl acetate and water. The separated organic layer was washed with 1N HCl and brine, dried over magnesium sulfate and evaporated in vacuo. The residue was purified by a silica gel column chromatography eluting with 5% methanol in chloroform. The obtained product was recrystallized from acet... Procedure: The general reduction procedure of Example 11 of U.S. Pat. No. 4,617,298 was followed, using 0.8 mmol of the steroidal quaternary salt prepared in Example 120, 0.34 g of NaHCO3 and 0.42 g of Na2S2O4 in 50% aqueous methanol at 0° C., with a nitrogen purge. The product had the structural formula: ##STR149## Yields the product O[C@@H]1[C@@H]2[C@]3(CCC(C=C3CC[C@H]2[C@@H]2CC[C@](C(COC(=O)C3=CN(C=CC3)C)=O)([C@]2(C1)C)O)=O)C (11β,17-Dihydroxy-21-{[(1-methyl-1,4-dihydropyridin-3-yl)carbonyl]oxy}pregn-4-ene-3,20-dione). Solvent: CO (methanol). Starting materials: [I-].C[N+]1=CC(=CC=C1)C(=O)OCC([C@]1(CC[C@H]2[C@@H]3CCC4=CC(CC[C@]4(C)[C@H]3[C@H](C[C@]12C)O)=O)O)=O (1-Methyl-3-{[(11β,17-dihydroxypregn-4-ene-3,20-dion-21-yl)oxy]carbonyl}pyridinium iodide), C(=O)(O)[O-].[Na+] (NaHCO3), [O-]S(=O)S(=O)[O-].[Na+].[Na+] (Na2S2O4). RXN SMILES: [I-].[CH3:2][N+:3]1[CH:8]=[CH:7][CH:6]=[C:5]([C:9]([O:11][CH2:12][C:13](=[O:36])[C@:14]2([OH:35])[C@:31]3([CH3:32])[C@H:17]([C@H:18]4[C@H:28]([C@@H:29]([OH:33])[CH2:30]3)[C@:26]3([CH3:27])[C:21](=[CH:22][C:23](=[O:34])[CH2:24][CH2:25]3)[CH2:20][CH2:19]4)[CH2:16][CH2:15]2)=[O:10])[CH:4]=1.C([O-])(O)=O.[Na+].[O-]S(S([O-])=O)=O.[Na+].[Na+]>CO>[OH:33][C@H:29]1[CH2:30][C@@:31]2([CH3:32])[C@@H:17]([CH2:16][CH2:15][C@:14]2([OH:35])[C:13](=[O:36])[CH2:12][O:11][C:9]([C:5]2[CH2:6][CH:7]=[CH:8][N:3]([CH3:2])[CH:4]=2)=[O:10])[C@H:18]2[C@H:28]1[C@:26]1([CH3:27])[C:21]([CH2:20][CH2:19]2)=[CH:22][C:23](=[O:34])[CH2:24][CH2:25]1 |f:0.1,2.3,4.5.6|.